From a dataset of the Open Reaction Database (ORD), a public repository of structured organic reaction records. describe an organic reaction: reactants, conditions, products, and yield The reactants are C1CCOC1, CO, Cl, COC(=O)c1ccc(-c2cc(F)ccc2F)c(C(=O)OC)c1, [K+], [OH-]. The product is COC(=O)c1cc(C(=O)O)ccc1-c1cc(F)ccc1F. As a reaction SMILES: [CH2:26]1[O:27][CH2:28][CH2:29][CH2:30]1.[CH3:31][OH:32].[ClH:25].[F:1][c:2]1[c:3](-[c:9]2[c:10]([C:19](=[O:20])[O:21][CH3:22])[cH:11][c:12]([C:15](=[O:16])[O:17][CH3:18])[cH:13][cH:14]2)[cH:4][c:5]([F:8])[cH:6][cH:7]1.[K+:24].[OH-:23]>>[F:1][c:2]1[c:3](-[c:9]2[c:10]([C:19](=[O:20])[O:21][CH3:22])[cH:11][c:12]([C:15](=[O:16])[OH:17])[cH:13][cH:14]2)[cH:4][c:5]([F:8])[cH:6][cH:7]1. The reactants are CCCC[N+](CCCC)(CCCC)CCCC, Cc1ccccc1, CC(O)C(C)O, COCCOC, COc1ccc(-c2c(-c3ccccc3)oc3ncnc(Cl)c23)cc1, Cl, [Na+], [OH-], O, O=S(=O)([O-])O. Yields the product COc1ccc(-c2c(-c3ccccc3)oc3ncnc(OC(C)C(C)O)c23)cc1. RXN SMILES: [CH2:53]([N+:54]([CH2:55][CH2:56][CH2:57][CH3:58])([CH2:59][CH2:60][CH2:61][CH3:62])[CH2:63][CH2:64][CH2:65][CH3:66])[CH2:67][CH2:68][CH3:69].[CH3:34][c:35]1[cH:36][cH:37][cH:38][cH:39][cH:40]1.[CH3:3][CH:4]([CH:5]([CH3:6])[OH:7])[OH:8].[CH3:41][O:42][CH2:43][CH2:44][O:45][CH3:46].[Cl:9][c:10]1[c:11]2[c:12]([n:13][cH:14][n:15]1)[o:16][c:17](-[c:27]1[cH:28][cH:29][cH:30][cH:31][cH:32]1)[c:18]2-[c:19]1[cH:20][cH:21][c:22]([O:25][CH3:26])[cH:23][cH:24]1.[ClH:33].[Na+:2].[OH-:1].[OH2:47].[S:48]([O-:49])([OH:50])(=[O:51])=[O:52]>>[CH3:3][CH:4]([CH:5]([CH3:6])[O:7][c:10]1[c:11]2[c:12]([n:13][cH:14][n:15]1)[o:16][c:17](-[c:27]1[cH:28][cH:29][cH:30][cH:31][cH:32]1)[c:18]2-[c:19]1[cH:20][cH:21][c:22]([O:25][CH3:26])[cH:23][cH:24]1)[OH:8]. Starting materials: COCCOC1=CCCCCCCCCCC1, [Pd]. Yields the product COCCOC1CCCCCCCCCCC1. RXN SMILES: [C:1]1([O:13][CH2:14][CH2:15][O:16][CH3:17])=[CH:2][CH2:3][CH2:4][CH2:5][CH2:6][CH2:7][CH2:8][CH2:9][CH2:10][CH2:11][CH2:12]1.[Pd:18]>>[CH:1]1([O:13][CH2:14][CH2:15][O:16][CH3:17])[CH2:2][CH2:3][CH2:4][CH2:5][CH2:6][CH2:7][CH2:8][CH2:9][CH2:10][CH2:11][CH2:12]1. The reactants are CN1C(=NC(=CC1=O)C1=NC=NC=C1)OC1CCNCC1 (1-methyl-2-(piperidin-4-yloxy)-1H-[4,4′]bipyrimidinyl-6-one), FC1=C(C=O)C=CC=C1 (2-fluorobenzaldehyde), C([O-])([O-])=O.[K+].[K+] (potassium carbonate). Run in CS(=O)C (dimethyl sulfoxide). Run at temperature 120 celsius, time 4 hour. Product: CN1C(=NC(=CC1=O)C1=NC=NC=C1)OC1CCN(CC1)C1=C(C=O)C=CC=C1 (2-[4-(1-methyl-6-oxo-1,6-dihydro-[4,4′]bipyrimidinyl-2-yloxy)piperidin-1-yl]benzaldehyde). Isolated yield 52.3%. RXN SMILES: [CH3:1][N:2]1[C:7](=[O:8])[CH:6]=[C:5]([C:9]2[CH:14]=[CH:13][N:12]=[CH:11][N:10]=2)[N:4]=[C:3]1[O:15][CH:16]1[CH2:21][CH2:20][NH:19][CH2:18][CH2:17]1.F[C:23]1[CH:30]=[CH:29][CH:28]=[CH:27][C:24]=1[CH:25]=[O:26].C(=O)([O-])[O-].[K+].[K+]>CS(C)=O>[CH3:1][N:2]1[C:7](=[O:8])[CH:6]=[C:5]([C:9]2[CH:14]=[CH:13][N:12]=[CH:11][N:10]=2)[N:4]=[C:3]1[O:15][CH:16]1[CH2:21][CH2:20][N:19]([C:23]2[CH:30]=[CH:29][CH:28]=[CH:27][C:24]=2[CH:25]=[O:26])[CH2:18][CH2:17]1 |f:2.3.4|. Procedure details: To a mixture of 1-methyl-2-(piperidin-4-yloxy)-1H-[4,4′]bipyrimidinyl-6-one (1.00 g, 3.48 mmol) and 2-fluorobenzaldehyde (475 mg, 3.83 mmol) in dimethyl sulfoxide (3.50 ml) was added potassium carbonate (1.44 g, 10.4 mmol). The mixture was stirred at 120° C. for 4 hours. The mixture was partitioned between water and chloroform. The organic layer was washed with water (three times), dried over sodium sulfate, and concentrated in vacuo. The residue was purified by silica gel column chromatography ... RXN SMILES: N1SC=C2C=C(N)C=CC=12.[C:11]1([C:17]2[N:22]=[CH:21][C:20]([C:23]([OH:25])=O)=[CH:19][N:18]=2)[CH:16]=[CH:15][CH:14]=[CH:13][CH:12]=1.[S:26]([C:30]1[CH:35]=[CH:34][C:33]([NH-:36])=[CH:32][CH:31]=1)(=[O:29])(=[O:28])[NH2:27]>>[S:26]([C:30]1[CH:31]=[CH:32][C:33]([NH:36][C:23]([C:20]2[CH:21]=[N:22][C:17]([C:11]3[CH:12]=[CH:13][CH:14]=[CH:15][CH:16]=3)=[N:18][CH:19]=2)=[O:25])=[CH:34][CH:35]=1)(=[O:28])(=[O:29])[NH2:27]. Procedure: Following procedures similar to those of Example 8 but substituting 4-amino-benzenesulfonamide (0.3 mmol) for 2,2-dioxo-2,3-dihydro-1H-2lamda*6*-benzo[c]isothiazol-5-ylamine, there is prepared 2-phenyl-pyrimidine-5-carboxylic acid (4-sulfamoyl-phenyl-amide as a solid. MS: 355 (M+H). IC50=5 nM. Product: S(N)(=O)(=O)C1=CC=C(C=C1)NC(=O)C=1C=NC(=NC1)C1=CC=CC=C1 (2-Phenyl-pyrimidine-5-carboxylic acid (4-sulfamoyl-phenyl)-amide). The reactants are N=1SC=C2C1C=CC(=C2)N (benzo[c]isothiazol-5-ylamine), C1(=CC=CC=C1)C1=NC=C(C=N1)C(=O)O (2-phenyl-pyrimidine-5-carboxylic acid), S(N)(=O)(=O)C1=CC=C(C=C1)[NH-] (4-sulfamoyl-phenyl-amide). Starting materials: C(CCC)N1C(N(C(C=2NC(=NC12)CC1=CC=C(C=C1)NC(=O)C1=NN(C=N1)C(C1=CC=CC=C1)(C1=CC=CC=C1)C1=CC=CC=C1)=O)CC1=C(C=CC=C1)F)=O (1-trityl-1H-[1,2,4]triazole-3-carboxylic acid {4-[3-butyl-1-(2-fluoro-benzyl)-2,6-dioxo-2,3,6,7-tetrahydro-1H-purin-8-ylmethyl]-phenyl}-amide), FC(C(=O)O)(F)F (trifluoroacetic acid), C(C)[SiH](CC)CC (triethylsilane). Solvent: ClCCl (dichloromethane). Conditions: temperature 25 celsius, time 45 minute. Yields the product FC(C(=O)O)(F)F.C(CCC)N1C(N(C(C=2NC(=NC12)CC1=CC=C(C=C1)NC(=O)C1=NNC=N1)=O)CC1=C(C=CC=C1)F)=O (1H-[1,2,4]triazole-3-carboxylic acid {4-[3-butyl-1-(2-fluoro-benzyl)-2,6-dioxo-2,3,6,7-tetrahydro-1H-purin-8-ylmethyl]-phenyl}-amide; compound with trifluoro-acetic acid). Isolated yield 40.0%. As a reaction SMILES: [CH2:1]([N:5]1[C:13]2[N:12]=[C:11]([CH2:14][C:15]3[CH:20]=[CH:19][C:18]([NH:21][C:22]([C:24]4[N:28]=[CH:27][N:26](C(C5C=CC=CC=5)(C5C=CC=CC=5)C5C=CC=CC=5)[N:25]=4)=[O:23])=[CH:17][CH:16]=3)[NH:10][C:9]=2[C:8](=[O:48])[N:7]([CH2:49][C:50]2[CH:55]=[CH:54][CH:53]=[CH:52][C:51]=2[F:56])[C:6]1=[O:57])[CH2:2][CH2:3][CH3:4].[F:58][C:59]([F:64])([F:63])[C:60]([OH:62])=[O:61].C([SiH](CC)CC)C>ClCCl>[F:58][C:59]([F:64])([F:63])[C:60]([OH:62])=[O:61].[CH2:1]([N:5]1[C:13]2[N:12]=[C:11]([CH2:14][C:15]3[CH:16]=[CH:17][C:18]([NH:21][C:22]([C:24]4[N:28]=[CH:27][NH:26][N:25]=4)=[O:23])=[CH:19][CH:20]=3)[NH:10][C:9]=2[C:8](=[O:48])[N:7]([CH2:49][C:50]2[CH:55]=[CH:54][CH:53]=[CH:52][C:51]=2[F:56])[C:6]1=[O:57])[CH2:2][CH2:3][CH3:4] |f:4.5|. Procedure details: A solution of 1-trityl-1H-[1,2,4]triazole-3-carboxylic acid {4-[3-butyl-1-(2-fluoro-benzyl)-2,6-dioxo-2,3,6,7-tetrahydro-1H-purin-8-ylmethyl]-phenyl}-amide (15 mg, 0.02 mmol) in dichloromethane (1.0 mL) at 25° C. was treated with trifluoroacetic acid (1.0 mL). The resulting solution was stirred at 25° C. for 45 min. At this time, the reaction was treated with triethylsilane (0.003 mL, 0.02 mmol). This solution was stirred at 25° C. for 5 min and then was concentrated in vacuo. The resulting resi... The reactants are CC1=C(N=C(O1)C1=CC=CC=C1)CCOC1=CC=C(C=2SC=CC21)C=O (4-[2-(5-methyl-2-phenyl-oxazol-4-yl)-ethoxy]-benzo[b]thiophen-7-carbaldehyde), ice water, Cl (hydrochloric acid), COC(COC)=O (methoxyacetic acid methyl ester), [Li+].CC(C)[N-]C(C)C (LDA). Run in ClCCl (dichloromethane), C1CCOC1 (THF), ClCCl.CCOC(=O)C (dichloromethane AcOEt). Run at time 15 minute. The product is COC(C(C(C1=CC=C(C2=C1SC=C2)OCCC=2N=C(OC2C)C2=CC=CC=C2)O)OC)=O (3-Hydroxy-2-methoxy-3-{4-[2-(5-methyl-2-phenyl-oxazol-4-yl)-ethoxy]-benzo[b]thiophen-7-yl}-propionic acid methyl ester). The yield is 92.0%. RXN SMILES: [CH3:1][O:2][C:3](=[O:7])[CH2:4][O:5][CH3:6].[Li+].CC([N-]C(C)C)C.[CH3:16][C:17]1[O:21][C:20]([C:22]2[CH:27]=[CH:26][CH:25]=[CH:24][CH:23]=2)=[N:19][C:18]=1[CH2:28][CH2:29][O:30][C:31]1[C:39]2[CH:38]=[CH:37][S:36][C:35]=2[C:34]([CH:40]=[O:41])=[CH:33][CH:32]=1.Cl>C1COCC1.ClCCl.ClCCl.CCOC(C)=O>[CH3:1][O:2][C:3](=[O:7])[CH:4]([O:5][CH3:6])[CH:40]([OH:41])[C:34]1[C:35]2[S:36][CH:37]=[CH:38][C:39]=2[C:31]([O:30][CH2:29][CH2:28][C:18]2[N:19]=[C:20]([C:22]3[CH:27]=[CH:26][CH:25]=[CH:24][CH:23]=3)[O:21][C:17]=2[CH3:16])=[CH:32][CH:33]=1 |f:1.2,7.8|. Procedure: To a solution of 3.17 ml methoxyacetic acid methyl ester (31.4 mmol) in 30 ml of THF, 17 ml of LDA (2M in THF/heptane/ethylbenzene, 34.2 mmol) were added dropwise within 15 min at −78° C. After stirring for additional 15 min, a solution of 5.00 g of 4-[2-(5-methyl-2-phenyl-oxazol-4-yl)-ethoxy]-benzo[b]thiophen-7-carbaldehyde (13.7 mmol) in 70 ml of dichloromethane was added dropwise within 20 min. The dark brown reaction solution was stirred for additional 60 min, then warm up to room temperatur... Reactants: BrC1=CC=CC(=N1)N (6-bromopyridin-2-amine), crude solution, FC1(CCOCC1)C=O (4-fluorotetrahydro-2H-pyran-4-carbaldehyde), C(C)(=O)O (acetic acid), C(C)(=O)O[BH-](OC(C)=O)OC(C)=O.[Na+] (sodium triacetoxyborohydride). Run in C(Cl)Cl (DCM), Cl (HCl), C(Cl)Cl (DCM), C(=O)(O)[O-].[Na+] (NaHCO3). Run at time 2 hour. Yields the product BrC1=CC=CC(=N1)NCC1(CCOCC1)F (6-bromo-N-((4-fluorotetrahydro-2H-pyran-4-yl)methyl)pyridin-2-amine). As a reaction SMILES: [Br:1][C:2]1[N:7]=[C:6]([NH2:8])[CH:5]=[CH:4][CH:3]=1.[F:9][C:10]1([CH:16]=O)[CH2:15][CH2:14][O:13][CH2:12][CH2:11]1.C(O)(=O)C.C(O[BH-](OC(=O)C)OC(=O)C)(=O)C.[Na+]>C(Cl)Cl.C([O-])(O)=O.[Na+].Cl>[Br:1][C:2]1[N:7]=[C:6]([NH:8][CH2:16][C:10]2([F:9])[CH2:15][CH2:14][O:13][CH2:12][CH2:11]2)[CH:5]=[CH:4][CH:3]=1 |f:3.4,6.7|. Procedure details: To 6-bromopyridin-2-amine (3.03 g, 17.50 mmol) was added the crude solution of 4-fluorotetrahydro-2H-pyran-4-carbaldehyde in DCM. To the mixture was added acetic acid (1.002 mL, 17.50 mmol) and sodium triacetoxyborohydride (5.56 g, 26.3 mmol) in portions. The mixture was stirred for 2 hr at ambient temperature. The mixture was diluted carefully with saturated aqueous NaHCO3 solution. The separated aqueous layer was extracted with DCM (1×). The combined organic layers were washed with water (1×),...